Dataset: the Open Reaction Database (ORD), a public repository of structured organic reaction records. Task: describe an organic reaction: reactants, conditions, products, and yield The reactants are CC(=O)OCC(=O)Nc1c(C(C)C)cccc1C(C)C, CO, [Na+], [OH-]. The product is CC(C)c1cccc(C(C)C)c1NC(=O)CO. Reaction SMILES: [CH3:1][CH:2]([CH3:3])[c:4]1[c:5]([NH:13][C:14]([CH2:15][O:16][C:17](=[O:18])[CH3:19])=[O:20])[c:6]([CH:10]([CH3:11])[CH3:12])[cH:7][cH:8][cH:9]1.[CH3:23][OH:24].[Na+:22].[OH-:21]>>[CH3:1][CH:2]([CH3:3])[c:4]1[c:5]([NH:13][C:14]([CH2:15][OH:16])=[O:20])[c:6]([CH:10]([CH3:11])[CH3:12])[cH:7][cH:8][cH:9]1. Starting materials: BrC=1C=NC(NC1)=O (5-bromopyrimid-2-one), O1CC1C(Cl)(Cl)Cl (1,2-epoxy-3,3,3-trichloropropane), C(=O)([O-])[O-].[K+].[K+] (K2CO3). The solvent is CN(C=O)C (dimethylformamide). Run at temperature 80 celsius. Product: OC(CN1C(N=CC(=C1)Br)=O)C(Cl)(Cl)Cl (1-(2-Hydroxy-3,3,3-trichloropropyl)-5-bromopyrimid-2-one). Yield: 52.0%. As a reaction SMILES: [Br:1][C:2]1[CH:3]=[N:4][C:5](=[O:8])[NH:6][CH:7]=1.[O:9]1[CH:11]([C:12]([Cl:15])([Cl:14])[Cl:13])[CH2:10]1.C([O-])([O-])=O.[K+].[K+]>CN(C)C=O>[OH:9][CH:11]([C:12]([Cl:15])([Cl:14])[Cl:13])[CH2:10][N:4]1[CH:3]=[C:2]([Br:1])[CH:7]=[N:6][C:5]1=[O:8] |f:2.3.4|. Reported procedure: A stirred mixture of 5-bromopyrimid-2-one (0.009 mol), 1,2-epoxy-3,3,3-trichloropropane (0.009 mol) and K2CO3 (33 mg) in dimethylformamide (40 ml ) was heated at 80° C. for 4 h. The reaction mixture was then evaporated to dryness at reduced pressure (1 mm Hg). The crystalline residue was triturated with a little ether and dissolved in ethyl acetate. The filtered ethyl acetate solution was concentrated to about 50 ml and left in the cold when the product crystallized out in 52% yield. m.p. 210°-2... Reactants: NC(=O)CBr, [H-], [Na+], CN(C)C=O, O, N#Cc1cccc2[nH]ccc12. Product: N#Cc1cccc2c1ccn2CC(N)=O. Reaction SMILES: [Br:14][CH2:15][C:16](=[O:17])[NH2:18].[H-:2].[Na+:1].[O:20]=[CH:21][N:22]([CH3:23])[CH3:24].[OH2:19].[nH:3]1[cH:4][cH:5][c:6]2[c:7]([C:12]#[N:13])[cH:8][cH:9][cH:10][c:11]12>>[n:3]1([CH2:15][C:16](=[O:17])[NH2:18])[cH:4][cH:5][c:6]2[c:7]([C:12]#[N:13])[cH:8][cH:9][cH:10][c:11]12. Reactants: CCOC(C)=O, CS(C)=O, NC1CC1, O, COc1cc2nccc(Oc3ccc(NC(=O)Oc4ccccc4)cc3)c2cc1OC. Yields the product COc1cc2nccc(Oc3ccc(NC(=O)NC4CC4)cc3)c2cc1OC. As a reaction SMILES: [CH3:36][CH2:37][O:38][C:39](=[O:40])[CH3:41].[CH3:43][S:44]([CH3:45])=[O:46].[CH:32]1([NH2:35])[CH2:33][CH2:34]1.[OH2:42].[c:1]1([O:7][C:8](=[O:2])[NH:9][c:10]2[cH:11][cH:12][c:13]([O:16][c:17]3[cH:18][cH:19][n:20][c:21]4[cH:22][c:23]([O:29][CH3:30])[c:24]([O:27][CH3:28])[cH:25][c:26]34)[cH:14][cH:15]2)[cH:3][cH:4][cH:5][cH:6][cH:31]1>>[O:7]=[C:8]([NH:9][c:10]1[cH:11][cH:12][c:13]([O:16][c:17]2[cH:18][cH:19][n:20][c:21]3[cH:22][c:23]([O:29][CH3:30])[c:24]([O:27][CH3:28])[cH:25][c:26]23)[cH:14][cH:15]1)[NH:35][CH:32]1[CH2:33][CH2:34]1. Starting materials: CCS, COc1ccc2ccn3cccc3c(=O)c2c1, Cl, [H-], [H][H], [Na+], CN(C)C=O. The product is O=c1c2cc(O)ccc2ccn2cccc12. As a reaction SMILES: [CH2:1]([SH:2])[CH3:3].[CH3:8][O:9][c:10]1[cH:11][c:12]2[c:13]([cH:14][cH:15][n:16]3[c:17]([c:18]2=[O:19])[cH:20][cH:21][cH:22]3)[cH:23][cH:24]1.[ClH:25].[H-:4].[H:6][H:7].[Na+:5].[O:26]=[CH:27][N:28]([CH3:29])[CH3:30]>>[OH:9][c:10]1[cH:11][c:12]2[c:13]([cH:14][cH:15][n:16]3[c:17]([c:18]2=[O:19])[cH:20][cH:21][cH:22]3)[cH:23][cH:24]1. Reactants: COC(=O)C=1N=CC2=C(C=CC=C2C1O)OC1=C(C=CC=C1)OC (4-hydroxy-8-(2-methoxy-phenoxy)-isoquinoline-3-carboxylic acid methyl ester), BrN1C(CCC1=O)=O (N-bromosuccinimide), 79Br 81Br. Yields the product COC(=O)C=1N=C(C2=C(C=CC=C2C1O)OC1=C(C=CC=C1)OC)Br (1-Bromo-4-hydroxy-8-(2-methoxy-phenoxy)-isoquinoline-3-carboxylic acid methyl ester). Reaction SMILES: [CH3:1][O:2][C:3]([C:5]1[N:6]=[CH:7][C:8]2[C:13]([C:14]=1[OH:15])=[CH:12][CH:11]=[CH:10][C:9]=2[O:16][C:17]1[CH:22]=[CH:21][CH:20]=[CH:19][C:18]=1[O:23][CH3:24])=[O:4].[Br:25]N1C(=O)CCC1=O>>[CH3:1][O:2][C:3]([C:5]1[N:6]=[C:7]([Br:25])[C:8]2[C:13]([C:14]=1[OH:15])=[CH:12][CH:11]=[CH:10][C:9]=2[O:16][C:17]1[CH:22]=[CH:21][CH:20]=[CH:19][C:18]=1[O:23][CH3:24])=[O:4]. Procedure details: The title compound was synthesized from 4-hydroxy-8-(2-methoxy-phenoxy)-isoquinoline-3-carboxylic acid methyl ester and N-bromosuccinimide in analogy to example 19e; MS-(+)-ion: M+1, 79Br/81Br=404.3 and 406.3. Reactants: CCOCC, CNOC, ClCCl, O=C(Cl)CCCCl, Cl, c1ccncc1. Product: CON(C)C(=O)CCCCl. RXN SMILES: [CH3:22][CH2:23][O:24][CH2:25][CH3:26].[CH3:9][NH:10][O:11][CH3:12].[Cl:19][CH2:20][Cl:21].[Cl:1][CH2:2][CH2:3][CH2:4][C:5](=[O:6])[Cl:7].[ClH:8].[cH:13]1[cH:14][cH:15][n:16][cH:17][cH:18]1>>[Cl:1][CH2:2][CH2:3][CH2:4][C:5](=[O:6])[N:10]([CH3:9])[O:11][CH3:12].